From a dataset of the Open Reaction Database (ORD), a public repository of structured organic reaction records. describe an organic reaction: reactants, conditions, products, and yield Reactants: BrB(Br)Br, CO, COc1ccc(CCCn2ccnc2C(=O)O)cc1, ClCCl, Cl. Yields the product O=C(O)c1nccn1CCCc1ccc(O)cc1. As a reaction SMILES: [B:21]([Br:22])([Br:23])[Br:24].[CH3:25][OH:26].[CH3:2][O:3][c:4]1[cH:5][cH:6][c:7]([CH2:10][CH2:11][CH2:12][n:13]2[c:14]([C:18](=[O:19])[OH:20])[n:15][cH:16][cH:17]2)[cH:8][cH:9]1.[Cl:27][CH2:28][Cl:29].[ClH:1]>>[OH:3][c:4]1[cH:5][cH:6][c:7]([CH2:10][CH2:11][CH2:12][n:13]2[c:14]([C:18](=[O:19])[OH:20])[n:15][cH:16][cH:17]2)[cH:8][cH:9]1.